The task is: describe an organic reaction: reactants, conditions, products, and yield. This data is from the Open Reaction Database (ORD), a public repository of structured organic reaction records. Product: C(C)OC(=O)C(CC(=O)OCC)P(=O)(CC)OCC (Ethyl 3-(ethoxycarbonyl)-3-(ethoxy-ethylphosphinyl)propionate). Yield: 90.9%. Reported procedure: 172 g of diethyl fumarate are slowly added at 65°-70° C. under nitrogen to a mixture of 140 g of diethyl ethanephosphonate in 46 g of ethanol. After a further 3 hours the solvent (excess ethanol and diethyl ether) is removed by vacuum distillation; the crude product is obtained in a yield of 285 g with a 95.7% purity, which corresponds to a theoretical yield of 90.9%. Run in C(C)O (ethanol). Starting materials: C(\C=C\C(=O)OCC)(=O)OCC (diethyl fumarate), C(C)P(OCC)(=O)OCC (diethyl ethanephosphonate). As a reaction SMILES: [C:1]([O:10][CH2:11][CH3:12])(=[O:9])/[CH:2]=[CH:3]/[C:4]([O:6][CH2:7][CH3:8])=[O:5].[CH2:13]([P:15](OCC)(=[O:19])[O:16][CH2:17][CH3:18])[CH3:14]>C(O)C>[CH2:11]([O:10][C:1]([CH:2]([P:15]([O:16][CH2:17][CH3:18])([CH2:13][CH3:14])=[O:19])[CH2:3][C:4]([O:6][CH2:7][CH3:8])=[O:5])=[O:9])[CH3:12]. Starting materials: COC(CCC1=CC(=CC=C1)CNCC1=CC=C(C=C1)C1=NC=CC=N1)=O (3-{3-[(4-pyrimidin-2-yl-benzylamino)-methyl]-phenyl}-propionic acid methyl ester), Cl.N1=C(C=CC=C1)S(=O)(=O)Cl (pyridine-2-sulfonyl chloride hydrochloride salt). Solvent: C(C)N(CC)CC (triethylamine). Yields the product COC(CCC1=CC(=CC=C1)CN(CC1=CC=C(C=C1)C1=NC=CC=N1)S(=O)(=O)C1=NC=CC=C1)=O (3-(3-{[(Pyridine-2-sulfonyl)-(4-pyrimidin-2-yl-benzyl)-amino]- methyl}-phenyl)-propionic acid methyl ester). As a reaction SMILES: [CH3:1][O:2][C:3](=[O:27])[CH2:4][CH2:5][C:6]1[CH:11]=[CH:10][CH:9]=[C:8]([CH2:12][NH:13][CH2:14][C:15]2[CH:20]=[CH:19][C:18]([C:21]3[N:26]=[CH:25][CH:24]=[CH:23][N:22]=3)=[CH:17][CH:16]=2)[CH:7]=1.Cl.[N:29]1[CH:34]=[CH:33][CH:32]=[CH:31][C:30]=1[S:35](Cl)(=[O:37])=[O:36]>C(N(CC)CC)C>[CH3:1][O:2][C:3](=[O:27])[CH2:4][CH2:5][C:6]1[CH:11]=[CH:10][CH:9]=[C:8]([CH2:12][N:13]([S:35]([C:30]2[CH:31]=[CH:32][CH:33]=[CH:34][N:29]=2)(=[O:37])=[O:36])[CH2:14][C:15]2[CH:20]=[CH:19][C:18]([C:21]3[N:26]=[CH:25][CH:24]=[CH:23][N:22]=3)=[CH:17][CH:16]=2)[CH:7]=1 |f:1.2|. Reported procedure: The title compound of Step A was prepared following the method described in Step B of Example 1 from 3-{3-[(4-pyrimidin-2-yl-benzylamino)-methyl]-phenyl}-propionic acid methyl ester, prepared in Step A of Example 11z, and pyridine-2-sulfonyl chloride hydrochloride salt, of Preparation 47, using triethylamine in place of N,N-diisopropylethylamine. 1H NMR (400 MHz, CDCl3) δ 8.80 (d, 2H), 8.68 (m, 1H), 8.27 (d, 2H), 7.98 (m, 1H), 7.86 (m, 1H), 7.46 (m, 1H), 7.20 (m, 3H), 7.12 (m, 1H), 7.02 (d, 1H),...